Dataset: the Open Reaction Database (ORD), a public repository of structured organic reaction records. Task: describe an organic reaction: reactants, conditions, products, and yield Reactants: CC(C)(C)[Si](C)(C)OCCBr, O=C([O-])[O-], COC(=O)N=C(SC)C(=Nc1ccc(C#N)cc1)c1cc(OC)cc(O)c1F, CCOC(C)=O, [K+], [K+], CN(C)C=O, O. The product is COC(=O)N=C(SC)C(=Nc1ccc(C#N)cc1)c1cc(OC)cc(OCCO[Si](C)(C)C(C)(C)C)c1F. As a reaction SMILES: [Br:7][CH2:8][CH2:9][O:10][Si:11]([CH3:12])([CH3:13])[C:14]([CH3:15])([CH3:16])[CH3:17].[C:1](=[O:2])([O-:3])[O-:4].[CH3:18][O:19][C:20]([N:21]=[C:22]([C:23]([c:24]1[c:25]([F:33])[c:26]([OH:32])[cH:27][c:28]([O:30][CH3:31])[cH:29]1)=[N:34][c:35]1[cH:36][cH:37][c:38]([C:41]#[N:42])[cH:39][cH:40]1)[S:43][CH3:44])=[O:45].[CH3:52][CH2:53][O:54][C:55](=[O:56])[CH3:57].[K+:5].[K+:6].[O:47]=[CH:48][N:49]([CH3:50])[CH3:51].[OH2:46]>>[CH2:8]([CH2:9][O:10][Si:11]([CH3:12])([CH3:13])[C:14]([CH3:15])([CH3:16])[CH3:17])[O:32][c:26]1[c:25]([F:33])[c:24]([C:23]([C:22](=[N:21][C:20]([O:19][CH3:18])=[O:45])[S:43][CH3:44])=[N:34][c:35]2[cH:36][cH:37][c:38]([C:41]#[N:42])[cH:39][cH:40]2)[cH:29][c:28]([O:30][CH3:31])[cH:27]1. The reactants are ClC=1C=C(C(=O)OCC)C=CC1CC(C)C (ethyl 3-chloro-4-(2-methylpropyl)benzoate), [OH-].[Na+] (sodium hydroxide). Solvent: C(C)O (ethanol). Product: ClC=1C=C(C(=O)O)C=CC1CC(C)C (3-Chloro-4-(2-methylpropyl)benzoic acid). Isolated yield 86.8%. RXN SMILES: [Cl:1][C:2]1[CH:3]=[C:4]([CH:10]=[CH:11][C:12]=1[CH2:13][CH:14]([CH3:16])[CH3:15])[C:5]([O:7]CC)=[O:6].[OH-].[Na+]>C(O)C>[Cl:1][C:2]1[CH:3]=[C:4]([CH:10]=[CH:11][C:12]=1[CH2:13][CH:14]([CH3:16])[CH3:15])[C:5]([OH:7])=[O:6] |f:1.2|. Reported procedure: A solution of ethyl 3-chloro-4-(2-methylpropyl)benzoate (D23) (1.76 g, 7.33 mmol), and aqueous sodium hydroxide (2M, 3.70 mL, 7.4 mmol) in ethanol (30 mL) was heated at 40° C. for 3 h. The reaction mixture was concentrated in vacuo and the residue partitioned between ethyl acetate (100 mL) and water (100 mL), the latter acidified with 2M HCl (4 mL). The aqueous layer was extracted with ethyl acetate (100 mL) and the combined organic extracts dried (phase separator) and concentrated in vacuo to g...